From a dataset of the Open Reaction Database (ORD), a public repository of structured organic reaction records. describe an organic reaction: reactants, conditions, products, and yield The reactants are C(=O)([O-])[O-].[Na+].[Na+] (Na2CO3), C(C1=CC=CC=C1)C1=NN=C(C2=CC=CC=C12)Cl (1-benzyl-4-chlorophthalazine), C[C@H]1NCCNC1 ((R)-2-methyl-piperazine). Solvent: O1CCOCC1 (dioxane). The product is C(C1=CC=CC=C1)C1=NN=C(C2=CC=CC=C12)N1C[C@H](NCC1)C (1-Benzyl-4-((R)-3-methyl-piperazin-1-yl)-phthalazine). Yield: 57.7%. As a reaction SMILES: C([O-])([O-])=O.[Na+].[Na+].[CH2:7]([C:14]1[C:23]2[C:18](=[CH:19][CH:20]=[CH:21][CH:22]=2)[C:17](Cl)=[N:16][N:15]=1)[C:8]1[CH:13]=[CH:12][CH:11]=[CH:10][CH:9]=1.[CH3:25][C@@H:26]1[CH2:31][NH:30][CH2:29][CH2:28][NH:27]1>O1CCOCC1>[CH2:7]([C:14]1[C:23]2[C:18](=[CH:19][CH:20]=[CH:21][CH:22]=2)[C:17]([N:30]2[CH2:29][CH2:28][NH:27][C@H:26]([CH3:25])[CH2:31]2)=[N:16][N:15]=1)[C:8]1[CH:13]=[CH:12][CH:11]=[CH:10][CH:9]=1 |f:0.1.2|. Procedure details: Solid Na2CO3 (200 mg, 1.9 mmol, 1.9 eq) is added to a solution of 1-benzyl-4-chlorophthalazine (250 mg, 0.98 mmol, 1 eq) and (R)-2-methyl-piperazine (400 mg, 4.0 mmol, 4.0 eq) in dioxane (5 mL) in a microwave vial. The vial is sealed and irradiated in the microwave at 150° C. (high absorption setting) for 30 minutes. The reaction mixture is filtered and concentrated, then diluted with EtOAc (50 mL) and water (15 mL). The organic fraction washed with water and then brine, then is dried over sodiu... The reactants are FC1=C(C=C(C=C1)OC)C1=C(C=C(C(=N1)OC)CO)OCC(C)C ((6-(2-fluoro-5-methoxyphenyl)-5-isobutoxy-2-methoxypyridin-3-yl)methanol), C1(CC1)C(CC(=O)OC)C1=CC(=CC=C1)O (methyl 3-cyclopropyl-3-(3-hydroxyphenyl)propanoate), N(=NC(=O)N1CCCCC1)C(=O)N1CCCCC1 (1,1′-(azodicarbonyl)dipiperidine), C(CCC)P(CCCC)CCCC (tributylphosphine). The solvent is C1(=CC=CC=C1)C (toluene), CCCCCC.C(C)(=O)OCC (Hexane ethyl acetate). Conditions: time 14 hour. Yields the product C1(CC1)C(CC(=O)OC)C1=CC(=CC=C1)OCC=1C(=NC(=C(C1)OCC(C)C)C1=C(C=CC(=C1)OC)F)OC (methyl 3-cyclopropyl-3-(3-((6-(2-fluoro-5-methoxyphenyl)-5-isobutoxy-2-methoxypyridin-3-yl)methoxy)phenyl)propanoate). Yield: 79.6%. Reaction SMILES: [F:1][C:2]1[CH:7]=[CH:6][C:5]([O:8][CH3:9])=[CH:4][C:3]=1[C:10]1[N:15]=[C:14]([O:16][CH3:17])[C:13]([CH2:18][OH:19])=[CH:12][C:11]=1[O:20][CH2:21][CH:22]([CH3:24])[CH3:23].[CH:25]1([CH:28]([C:34]2[CH:39]=[CH:38][CH:37]=[C:36](O)[CH:35]=2)[CH2:29][C:30]([O:32][CH3:33])=[O:31])[CH2:27][CH2:26]1.N(C(N1CCCCC1)=O)=NC(N1CCCCC1)=O.C(P(CCCC)CCCC)CCC>C1(C)C=CC=CC=1.CCCCCC.C(OCC)(=O)C>[CH:25]1([CH:28]([C:34]2[CH:35]=[CH:36][CH:37]=[C:38]([O:19][CH2:18][C:13]3[C:14]([O:16][CH3:17])=[N:15][C:10]([C:3]4[CH:4]=[C:5]([O:8][CH3:9])[CH:6]=[CH:7][C:2]=4[F:1])=[C:11]([O:20][CH2:21][CH:22]([CH3:24])[CH3:23])[CH:12]=3)[CH:39]=2)[CH2:29][C:30]([O:32][CH3:33])=[O:31])[CH2:26][CH2:27]1 |f:5.6|. Reported procedure: Under a nitrogen atmosphere, to a solution of (6-(2-fluoro-5-methoxyphenyl)-5-isobutoxy-2-methoxypyridin-3-yl)methanol (94 mg) and methyl 3-cyclopropyl-3-(3-hydroxyphenyl)propanoate (62 mg) in toluene (4.0 mL) were added 1,1′-(azodicarbonyl)dipiperidine (113 mg) and tributylphosphine (112 μL), and the mixture was stirred at room temperature for 14 hr. Hexane/ethyl acetate (1:1) was added to the reaction mixture, and the resulting precipitate was filtered off. The solvent in the filtrate was evap... The reactants are C(C)OC(=O)C=P(C1=CC=CC=C1)(C1=CC=CC=C1)C1=CC=CC=C1 (ethoxycarbonylmethylenetriphenylphosphorane), FC(C=1C=C(C=O)C=CC1)(F)F (3-trifluoromethylbenzaldehyde). The solvent is ClCCl (dichloromethane). Conditions: time 1 hour. The product is C(C)OC(\C=C\C1=CC(=CC=C1)C(F)(F)F)=O (3-(3-trifluoromethylphenyl)-2-trans-propenoic acid ethyl ester). RXN SMILES: [CH2:1]([O:3][C:4]([CH:6]=P(C1C=CC=CC=1)(C1C=CC=CC=1)C1C=CC=CC=1)=[O:5])[CH3:2].[F:26][C:27]([F:37])([F:36])[C:28]1[CH:29]=[C:30]([CH:33]=[CH:34][CH:35]=1)[CH:31]=O>ClCCl>[CH2:1]([O:3][C:4](=[O:5])/[CH:6]=[CH:31]/[C:30]1[CH:33]=[CH:34][CH:35]=[C:28]([C:27]([F:37])([F:36])[F:26])[CH:29]=1)[CH3:2]. Reported procedure: 88.9 g of ethoxycarbonylmethylenetriphenylphosphorane are added dropwise, while cooling, to a solution of 34.0 g of 3-trifluoromethylbenzaldehyde in 400 ml of dichloromethane. The reaction mixture is stirred for one hour at room temperature, the solvent is evaporated off in vacuo and the residue is filtered with ether/hexane (4:1) over silica gel. Concentration by evaporation of the eluate yields the title compound in the form of white crystals; m.p. 40°-41° C.